The task is: describe an organic reaction: reactants, conditions, products, and yield. This data is from the Open Reaction Database (ORD), a public repository of structured organic reaction records. Reactants: ClC1=NN(C2=NC(=CC(=C21)C)OCC(=O)N[C@@H](C)C2=CC=C(C=C2)C)C ((S)-2-((3-chloro-1,4-dimethyl-1H-pyrazolo[3,4-b]pyridin-6-yl)oxy)-N-(1-(p-tolyl)ethyl)acetamide), Pd[P(tBu)3), 2, [F-].[Cs+] (CsF), [B-](F)(F)(F)F.CC(C)(C)[PH+](C(C)(C)C)C(C)(C)C ([(t-Bu)3PH]BF4), FC=1C(=NC=CC1)[Sn](CCCC)(CCCC)CCCC (3-fluoro-2-tributylstannyl-pyridine), C(=O)(O)[O-].[Na+] (NaHCO3). Reagents/catalysts: C=1C=CC(=CC1)/C=C/C(=O)/C=C/C2=CC=CC=C2.C=1C=CC(=CC1)/C=C/C(=O)/C=C/C2=CC=CC=C2.C=1C=CC(=CC1)/C=C/C(=O)/C=C/C2=CC=CC=C2.[Pd].[Pd] (Pd2(dba)3). Solvent: O1CCOCC1 (dioxane), C(Cl)Cl (CH2Cl2). Conditions: temperature 100 celsius. Product: FC=1C(=NC=CC1)C1=NN(C2=NC(=CC(=C21)C)OCC(=O)N[C@@H](C)C2=CC=C(C=C2)C)C ((S)-2-((3-(3-fluoropyridin-2-yl)-1,4-dimethyl-1H-pyrazolo[3,4-b]pyridin-6-yl)oxy)-N-(1-(p-tolyl)ethyl)acetamide). The yield is 6.6%. Reaction SMILES: Cl[C:2]1[C:10]2[C:5](=[N:6][C:7]([O:12][CH2:13][C:14]([NH:16][C@H:17]([C:19]3[CH:24]=[CH:23][C:22]([CH3:25])=[CH:21][CH:20]=3)[CH3:18])=[O:15])=[CH:8][C:9]=2[CH3:11])[N:4]([CH3:26])[N:3]=1.[F-].[Cs+].[B-](F)(F)(F)F.CC([PH+](C(C)(C)C)C(C)(C)C)(C)C.[F:47][C:48]1[C:49]([Sn](CCCC)(CCCC)CCCC)=[N:50][CH:51]=[CH:52][CH:53]=1.C([O-])(O)=O.[Na+]>O1CCOCC1.C1C=CC(/C=C/C(/C=C/C2C=CC=CC=2)=O)=CC=1.C1C=CC(/C=C/C(/C=C/C2C=CC=CC=2)=O)=CC=1.C1C=CC(/C=C/C(/C=C/C2C=CC=CC=2)=O)=CC=1.[Pd].[Pd].C(Cl)Cl>[F:47][C:48]1[C:49]([C:2]2[C:10]3[C:5](=[N:6][C:7]([O:12][CH2:13][C:14]([NH:16][C@H:17]([C:19]4[CH:24]=[CH:23][C:22]([CH3:25])=[CH:21][CH:20]=4)[CH3:18])=[O:15])=[CH:8][C:9]=3[CH3:11])[N:4]([CH3:26])[N:3]=2)=[N:50][CH:51]=[CH:52][CH:53]=1 |f:1.2,3.4,6.7,9.10.11.12.13|. Procedure details: To a sealed tube were added (S)-2-((3-chloro-1,4-dimethyl-1H-pyrazolo[3,4-b]pyridin-6-yl)oxy)-N-(1-(p-tolyl)ethyl)acetamide (50 mg, 0.13 mmol), Pd[P(tBu)3)]2 (3.4 mg, 6.7 μmol), CsF (45 mg, 0.30 mmol), [(t-Bu)3PH]BF4 (3.9 mg, 0.013 mmol) and Pd2(dba)3 (6.1 mg, 6.7 μmol). The tube was evacuated and flushed 3 times with argon and then 3-fluoro-2-tributylstannyl-pyridine (104 mg, 0.27 mmol) in dioxane (1 ml) was added and the suspension heated at 100° C. for 16 h. After cooling to rt, CH2Cl2 and Na... Starting materials: FC1=CC(=C(C=C1)N)N (4-fluoro-1,2-diaminobenzene), CNC1=C(C=CC=C1)[N+](=O)[O-] (N-methyl-2-nitroaniline), [Cl-].[Cl-].[Ca+2] (CaCl2), O (H2O), FC1=CC(=C(C=C1)N)N (4-fluoro-1,2-diaminobenzene). The reagents and catalysts are [Zn] (Zn). The solvent is CCO (EtOH), CCO (EtOH), CCOCC (Et2O). Yields the product CNC1=C(C=CC=C1)N (N-Methyl-1,2-diaminobenzene), dark brown oil. The yield is 76.1%. Reaction SMILES: [Cl-].[Cl-].[Ca+2].O.FC1C=CC(N)=C(N)C=1.[CH3:14][NH:15][C:16]1[CH:21]=[CH:20][CH:19]=[CH:18][C:17]=1[N+:22]([O-])=O>CCO.CCOCC.[Zn]>[CH3:14][NH:15][C:16]1[CH:21]=[CH:20][CH:19]=[CH:18][C:17]=1[NH2:22] |f:0.1.2|. Procedure details: N-Methyl-1,2-diaminobenzene was prepared using an adaptation of the method of Tsuji et al. (J. Org. Chem. 55: 580 (1990)). Zn powder (8.07 g, 0.123 mol), CaCl2 (807 mg), H2O (9.9 mL) and 30 mL EtOH were combined and brought to reflux as described for 4-fluoro-1,2-diaminobenzene (see Example 10), and to this mixture was added slowly dropwise a solution of N-methyl-2-nitroaniline (1.50 g, 9.86 mmol) in 15 mL EtOH. Analysis and workup were as described for 4-fluoro-1,2-diaminobenzene except that th...